This data is from the Open Reaction Database (ORD), a public repository of structured organic reaction records. The task is: describe an organic reaction: reactants, conditions, products, and yield Reactants: O=S1(=O)N(CCCCBr)c2ccccc2N1c1ccc(Cl)cc1, C1COCCN1. Product: O=S1(=O)N(CCCCN2CCOCC2)c2ccccc2N1c1ccc(Cl)cc1. Reaction SMILES: [Br:7][CH2:8][CH2:9][CH2:10][CH2:11][N:12]1[S:13](=[O:28])(=[O:29])[N:14]([c:21]2[cH:22][cH:23][c:24]([Cl:27])[cH:25][cH:26]2)[c:15]2[c:16]1[cH:17][cH:18][cH:19][cH:20]2.[CH2:1]1[CH2:2][O:3][CH2:4][CH2:5][NH:6]1>>[CH2:1]1[CH2:2][O:3][CH2:4][CH2:5][N:6]1[CH2:8][CH2:9][CH2:10][CH2:11][N:12]1[S:13](=[O:28])(=[O:29])[N:14]([c:21]2[cH:22][cH:23][c:24]([Cl:27])[cH:25][cH:26]2)[c:15]2[c:16]1[cH:17][cH:18][cH:19][cH:20]2. Starting materials: C(C)NC(=O)NC=1C=CC=2C(=NC(=CN2)C=CC2=CC=C(C=C2)F)N1 (1-ethyl-3-{3-[2-(4-fluorophenyl)vinyl]pyrido[2,3-b]pyrazin-6-yl}urea), C(=O)[O-].[NH4+] (ammonium formate). Solvent: C(C)O (ethanol). Reagents/catalysts: [Pd] (palladium). The product is C(C)NC(=O)NC=1C=CC=2C(=NC(=CN2)CCC2=CC=C(C=C2)F)N1 (1-ethyl-3-{3-[2-(4-fluorophenyl)ethyl]pyrido[2,3-b]pyrazin-6-yl}urea). Procedure details: 108 mg of 1-ethyl-3-{3-[2-(4-fluorophenyl)vinyl]pyrido[2,3-b]pyrazin-6-yl}urea (0.32 mmol) (Example 27) were dissolved in hot ethanol. 112 mg of ammonium formate (1.78 mmol) and 110 mg of palladium (10%) on carbon were added, and the reaction mixture was heated under reflux for 7.5 h. The catalyst was filtered off from the cooled reaction mixture, and the mother liquor was freed from the solvent. The crude product was purified by column chromatography on silica gel (dichloromethane/methanol elue... RXN SMILES: [CH2:1]([NH:3][C:4]([NH:6][C:7]1[CH:8]=[CH:9][C:10]2[C:11]([N:25]=1)=[N:12][C:13]([CH:16]=[CH:17][C:18]1[CH:23]=[CH:22][C:21]([F:24])=[CH:20][CH:19]=1)=[CH:14][N:15]=2)=[O:5])[CH3:2].C([O-])=O.[NH4+]>C(O)C.[Pd]>[CH2:1]([NH:3][C:4]([NH:6][C:7]1[CH:8]=[CH:9][C:10]2[C:11]([N:25]=1)=[N:12][C:13]([CH2:16][CH2:17][C:18]1[CH:19]=[CH:20][C:21]([F:24])=[CH:22][CH:23]=1)=[CH:14][N:15]=2)=[O:5])[CH3:2] |f:1.2|. The reactants are Cl (hydrochloric acid), FC1=CC(=C(C=C1)N)N (4-fluoro-1,2-phenylenediamine), C(=O)O (formic acid), [OH-].[Na+] (sodium hydroxide), aqueous solution. The product is FC1=CC2=C(N=CN2)C=C1 (5-fluorobenzimidazole). The yield is 86.9%. RXN SMILES: Cl.[F:2][C:3]1[CH:8]=[CH:7][C:6]([NH2:9])=[C:5]([NH2:10])[CH:4]=1.[OH-].[Na+].[CH:13](O)=O>>[F:2][C:3]1[CH:8]=[CH:7][C:6]2[N:9]=[CH:13][NH:10][C:5]=2[CH:4]=1 |f:2.3|. Procedure details: Under ice cooling, 4 mol/L hydrochloric acid (200 mL) and formic acid (38.3 g) were sequentially added to 4-fluoro-1,2-phenylenediamine (21.0 g), and the mixture was heated to reflux for 90 minutes while being stirred. Under ice cooling, the reaction mixture was basified with a 10% aqueous solution of sodium hydroxide and extracted with ethyl acetate. The organic layer was washed with saturated brine and then dried over anhydrous sodium sulfate. After distilling off the solvent under reduced pre... Reported procedure: To a solution of unsaturated tert-butyl ester (0.0627 mmol, the title compound of Example 1443) in 2 mL of CDCl3 at room temperature is added 0.5 mL of TFA, and the progress of the reaction is monitored by 1H NMR. The resulting yellow solution is stirred at room temperature until the reaction is complete. The mixture is concentrated in vacuo. The crude product is purified to give the title compound of Example 1444. As a reaction SMILES: [CH2:1]([C:5]1[N:9]2[CH:10]([C:22]3[CH:27]=[CH:26][C:25]([C:28]4[CH:33]=[CH:32][CH:31]=[CH:30][C:29]=4[C:34]4[NH:38][N:37]=[N:36][N:35]=4)=[CH:24][CH:23]=3)[CH2:11][CH2:12][C:13](=[CH:14][C:15]([O:17]C(C)(C)C)=[O:16])[C:8]2=[N:7][CH:6]=1)[CH2:2][CH2:3][CH3:4].C(O)(C(F)(F)F)=O>>[CH2:1]([C:5]1[N:9]2[CH:10]([C:22]3[CH:27]=[CH:26][C:25]([C:28]4[CH:33]=[CH:32][CH:31]=[CH:30][C:29]=4[C:34]4[NH:38][N:37]=[N:36][N:35]=4)=[CH:24][CH:23]=3)[CH2:11][CH2:12][C:13](=[CH:14][C:15]([OH:17])=[O:16])[C:8]2=[N:7][CH:6]=1)[CH2:2][CH2:3][CH3:4]. Reactants: tert-butyl ester, C(CCC)C1=CN=C2N1C(CCC2=CC(=O)OC(C)(C)C)C2=CC=C(C=C2)C2=C(C=CC=C2)C2=NN=NN2 (1,1-Dimethylethyl [3-butyl-6,7-dihydro-5-[2'-(1H-tetrazol-5-yl) [1,1'-biphenyl]-4-yl]imidazo[1,2-a]pyridin-8(5H)-ylidene]acetate), C(=O)(C(F)(F)F)O (TFA). The product is C(CCC)C1=CN=C2N1C(CCC2=CC(=O)O)C2=CC=C(C=C2)C2=C(C=CC=C2)C2=NN=NN2 ([3-Butyl -6,7-dihydro-5 -[2'-(1H-tetrazol -5-yl)[1,1'-biphenyl]-4-yl]imidazo[1,2-a]pyridin-8(5H) -ylidene]acetic acid). Starting materials: CCc1ccc(N)c([N+](=O)[O-])c1, CCCCCC, O=C1CCC(=O)N1Cl, ClC(Cl)Cl, CN(C)C=O. Product: CCc1cc(Cl)c(N)c([N+](=O)[O-])c1. RXN SMILES: [CH2:1]([CH3:2])[c:3]1[cH:4][c:5]([N+:10](=[O:11])[O-:12])[c:6]([NH2:7])[cH:8][cH:9]1.[CH3:25][CH2:26][CH2:27][CH2:28][CH2:29][CH3:30].[Cl:13][N:14]1[C:15](=[O:16])[CH2:17][CH2:18][C:19]1=[O:20].[Cl:21][CH:22]([Cl:23])[Cl:24].[O:31]=[CH:32][N:33]([CH3:34])[CH3:35]>>[CH2:1]([CH3:2])[c:3]1[cH:4][c:5]([N+:10](=[O:11])[O-:12])[c:6]([NH2:7])[c:8]([Cl:13])[cH:9]1.